From a dataset of the Open Reaction Database (ORD), a public repository of structured organic reaction records. describe an organic reaction: reactants, conditions, products, and yield Starting materials: COC(=O)C=1C=C2C=CC3=C(OCO3)C2=C(C1C(=O)OC)C1=CC2=C(OCO2)C=C1 (9-Benzo[1,3]dioxol-5-yl-naphtho[1,2-d][1,3]dioxole-7,8-dicarboxylic acid dimethyl ester), solution, [OH-].[K+] (KOH). The solvent is CO (MeOH). The product is COC(=O)C1=C(C=C2C=CC3=C(OCO3)C2=C1C1=CC2=C(OCO2)C=C1)C(=O)O (9-Benzo[1,3]dioxol-5-yl-naphtho[1,2-d][1,3]dioxole-7,8-dicarboxylic acid 8-methyl ester). Isolated yield 55.8%. As a reaction SMILES: C[O:2][C:3]([C:5]1[CH:6]=[C:7]2[C:15](=[C:16]([C:22]3[CH:30]=[CH:29][C:25]4[O:26][CH2:27][O:28][C:24]=4[CH:23]=3)[C:17]=1[C:18]([O:20][CH3:21])=[O:19])[C:11]1[O:12][CH2:13][O:14][C:10]=1[CH:9]=[CH:8]2)=[O:4].[OH-].[K+]>CO>[CH3:21][O:20][C:18]([C:17]1[C:16]([C:22]2[CH:30]=[CH:29][C:25]3[O:26][CH2:27][O:28][C:24]=3[CH:23]=2)=[C:15]2[C:7]([CH:8]=[CH:9][C:10]3[O:14][CH2:13][O:12][C:11]=32)=[CH:6][C:5]=1[C:3]([OH:4])=[O:2])=[O:19] |f:1.2|. Reported procedure: Compound 30 (20 mg, 0.05 mmol) was refluxed with 1 M solution of KOH in MeOH (10 mL) for 2 h. The solution was cooled, and the solvent was removed under reduced pressure. The remaining solid was dissolved in water (10 mL) and then acidified to pH 1-2 with 10% aqueous HCl solution. The precipitate was collected by filtration, washed with water, and dried. The product was purified by column chromatography on silica gel using CH2Cl2/MeOH (20:1 to 10:1, v/v) to give 31 (11 mg, 56%) as a pale yellow ... The reactants are hydrate, NC1CCN(CC1)CCCCCC(=O)N(CC)CC (4-amino-N,N-diethyl-1-piperidinehexanamide), BrCCCCCC(=O)N(CC)CC (6-bromo-N,N-diethylhexanamide), O1CCOC12CCNCC2 (1,4-dioxa-8-azaspiro[4.5]-decane), COC=1C=CC=C2C(=C(C=NC12)C(=O)O)NC1=CC=C(C=C1)C(=O)NC1CCN(CC1)CC1=CC=CC=C1 (8-methoxy-4-[[4-[[[1-(phenylmethyl)-4-piperidinyl]amino]-carbonyl]phenyl]amino]-3-quinolinecarboxylic acid), 4-amino-N,N-diethylol-piperidinehexanamide. The solvent is O (H2O). Product: C(C)N(C(CCCCCN1CCC(CC1)NC(=O)C=1C=NC2=C(C=CC=C2C1NC1=CC=C(C=C1)C(=O)NC1CCN(CC1)CC1=CC=CC=C1)OC)=O)CC (N-[1-[6-(Diethylamino)-6-oxohexyl]-4-piperidinyl]-8-methoxy-4-[[4-[[[1-(phenylmethyl)-4-piperidinyl]amino]carbonyl]-phenyl]amino]-3-quinolinecarboxamide). Reaction SMILES: [CH3:1][O:2][C:3]1[CH:4]=[CH:5][CH:6]=[C:7]2[C:12]=1[N:11]=[CH:10][C:9]([C:13]([OH:15])=O)=[C:8]2[NH:16][C:17]1[CH:22]=[CH:21][C:20]([C:23]([NH:25][CH:26]2[CH2:31][CH2:30][N:29]([CH2:32][C:33]3[CH:38]=[CH:37][CH:36]=[CH:35][CH:34]=3)[CH2:28][CH2:27]2)=[O:24])=[CH:19][CH:18]=1.[NH2:39][CH:40]1[CH2:45][CH2:44][N:43]([CH2:46][CH2:47][CH2:48][CH2:49][CH2:50][C:51]([N:53]([CH2:56][CH3:57])[CH2:54][CH3:55])=[O:52])[CH2:42][CH2:41]1.BrCCCCCC(N(CC)CC)=O.O1C2(CCNCC2)OCC1>O>[CH2:56]([N:53]([CH2:54][CH3:55])[C:51](=[O:52])[CH2:50][CH2:49][CH2:48][CH2:47][CH2:46][N:43]1[CH2:44][CH2:45][CH:40]([NH:39][C:13]([C:9]2[CH:10]=[N:11][C:12]3[C:7]([C:8]=2[NH:16][C:17]2[CH:18]=[CH:19][C:20]([C:23]([NH:25][CH:26]4[CH2:27][CH2:28][N:29]([CH2:32][C:33]5[CH:38]=[CH:37][CH:36]=[CH:35][CH:34]=5)[CH2:30][CH2:31]4)=[O:24])=[CH:21][CH:22]=2)=[CH:6][CH:5]=[CH:4][C:3]=3[O:2][CH3:1])=[O:15])[CH2:41][CH2:42]1)[CH3:57]. Reported procedure: N-[1-[6-(Diethylamino)-6-oxohexyl]-4-piperidinyl]-8-methoxy-4-[[4-[[[1-(phenylmethyl)-4-piperidinyl]amino]carbonyl]-phenyl]amino]-3-quinolinecarboxamide was prepared as a hygroscopic solid (1.14 hydrate) by coupling 8-methoxy-4-[[4-[[[1-(phenylmethyl)-4-piperidinyl]amino]-carbonyl]phenyl]amino]-3-quinolinecarboxylic acid and 4-amino-N,N-diethylol-piperidinehexanamide as described for Example 17, Step 5. 4-amino-N,N-diethyl-1-piperidinehexanamide can be prepared from 6-bromo-N,N-diethylhexanamide... The reactants are C(C)C1=CC2=C(C3=CC=CC=C3C=C2C=C1)[N+](=O)[O-] (2-Ethyl-9-nitroanthracene), [Sn](Cl)Cl (tin (II) chloride). Solvent: C(C)(=O)O (acetic acid), Cl (HCl). Conditions: temperature 50 celsius, time 15 minute. Yields the product C(C)C1=CC2=C(C3=CC=CC=C3C=C2C=C1)N (2-ethyl-9-aminoanthracene). Reaction SMILES: [CH2:1]([C:3]1[CH:16]=[CH:15][C:14]2[C:5](=[C:6]([N+:17]([O-])=O)[C:7]3[C:12]([CH:13]=2)=[CH:11][CH:10]=[CH:9][CH:8]=3)[CH:4]=1)[CH3:2].[Sn](Cl)Cl>C(O)(=O)C.Cl>[CH2:1]([C:3]1[CH:16]=[CH:15][C:14]2[C:5](=[C:6]([NH2:17])[C:7]3[C:12]([CH:13]=2)=[CH:11][CH:10]=[CH:9][CH:8]=3)[CH:4]=1)[CH3:2]. Procedure details: 2-Ethyl-9-nitroanthracene (2.55 g; 0.01 mole) (See Example 1) was dissolved in acetic acid (20 ml). To the clear solution at 50° C., there was slowly added tin (II) chloride (9.6 g; 0.051 mole) in concentrated HCl (25 ml). The solution was stirred at 50° C. for 15 minutes and allowed to cool to room temperature. The yellow solid which precipitated was filtered off, washed with water and then neutralised with 10% NaOH solution. The amino derivative was thoroughly washed with water, dried in air o... The reactants are BrC=1C=C2CCCN(C2=NC1C(OC)OC)C(=O)NC1=NC=C(C=C1)C#N (6-bromo-N-(5-cyanopyridin-2-yl)-7-(dimethoxymethyl)-3,4-dihydro-1,8-naphthyridine-1(2H)-carboxamide), BrC=1C=C2CCCN(C2=NC1C(OC)OC)C(=O)NC1=NC=C(C=C1)C#N (6-bromo-N-(5-cyanopyridin-2-yl)-7-(dimethoxymethyl)-3,4-dihydro-1,8-naphthyridine-1(2H)-carboxamide), C1(CC1)B(O)O (cyclopropylboronic acid), C1(CCCCC1)P(C1CCCCC1)C1CCCCC1 (tricyclohexylphosphine), [O-]P(=O)([O-])[O-].[K+].[K+].[K+] (K3PO4). Reagents/catalysts: CC(=O)[O-].CC(=O)[O-].[Pd+2] (Pd(OAc)2). Solvent: O (H2O), C1(=CC=CC=C1)C (toluene), C(Cl)Cl (DCM). Reaction conditions: temperature 100 celsius, time 1 hour. The product is C(#N)C=1C=CC(=NC1)NC(=O)N1CCCC2=CC(=C(N=C12)C(OC)OC)C1CC1 (N-(5-cyanopyridin-2-yl)-6-cyclopropyl-7-(dimethoxymethyl)-3,4-dihydro-1,8-naphthyridine-1(2H)-carboxamide). RXN SMILES: Br[C:2]1[CH:3]=[C:4]2[C:9](=[N:10][C:11]=1[CH:12]([O:15][CH3:16])[O:13][CH3:14])[N:8]([C:17]([NH:19][C:20]1[CH:25]=[CH:24][C:23]([C:26]#[N:27])=[CH:22][N:21]=1)=[O:18])[CH2:7][CH2:6][CH2:5]2.[CH:28]1(B(O)O)[CH2:30][CH2:29]1.C1(P(C2CCCCC2)C2CCCCC2)CCCCC1.[O-]P([O-])([O-])=O.[K+].[K+].[K+]>C(Cl)Cl.CC([O-])=O.CC([O-])=O.[Pd+2].O.C1(C)C=CC=CC=1>[C:26]([C:23]1[CH:24]=[CH:25][C:20]([NH:19][C:17]([N:8]2[C:9]3[C:4](=[CH:3][C:2]([CH:28]4[CH2:30][CH2:29]4)=[C:11]([CH:12]([O:15][CH3:16])[O:13][CH3:14])[N:10]=3)[CH2:5][CH2:6][CH2:7]2)=[O:18])=[N:21][CH:22]=1)#[N:27] |f:3.4.5.6,8.9.10|. Procedure: A tube was charged with 6-bromo-N-(5-cyanopyridin-2-yl)-7-(dimethoxymethyl)-3,4-dihydro-1,8-naphthyridine-1(2H)-carboxamide (intermediate 2H, 30 mg, 0.069 mmol), cyclopropylboronic acid (7.75 mg, 0.090 mmol), tricyclohexylphosphine (0.195 mg, 0.694 μmol), K3PO4 (51.6 mg, 0.243 mmol), toluene (0.5 ml) and H2O (0.05 ml) and flushed with argon. Then, Pd(OAc)2 (0.779 mg, 3.47 μmol) was added, the tube was sealed and the reaction mixture was stirred at 100° C. for 1 h. The reaction mixture was cooled... Reactants: ClC1=C(C=CC=C1)C=1C2=C(NC(CN1)=S)SC(=C2)CC (5-o-chlorophenyl-7-ethyl-1,2-dihydro-3H-thieno[2,3-e][1,4]diazepine-2-thione), C(C)OC(CN)OCC (aminoacetaldehyde diethylacetal). Solvent: C(C)O (ethanol). Product: ClC1=C(C=CC=C1)C=1C2=C(N=C(CN1)NCC(OCC)OCC)SC(=C2)CC (5-o-chlorophenyl-2-(2,2-diethoxyethylamino)-7-ethyl-3H-thieno[ 2,3-e][1,4]diazepine). Yield: 87.9%. RXN SMILES: [Cl:1][C:2]1[CH:7]=[CH:6][CH:5]=[CH:4][C:3]=1[C:8]1[C:9]2[CH:18]=[C:17]([CH2:19][CH3:20])[S:16][C:10]=2[NH:11][C:12](=S)[CH2:13][N:14]=1.[CH2:21]([O:23][CH:24]([O:27][CH2:28][CH3:29])[CH2:25][NH2:26])[CH3:22]>C(O)C>[Cl:1][C:2]1[CH:7]=[CH:6][CH:5]=[CH:4][C:3]=1[C:8]1[C:9]2[CH:18]=[C:17]([CH2:19][CH3:20])[S:16][C:10]=2[N:11]=[C:12]([NH:26][CH2:25][CH:24]([O:27][CH2:28][CH3:29])[O:23][CH2:21][CH3:22])[CH2:13][N:14]=1. Procedure details: [b] A mixture of 20 g of 5-o-chlorophenyl-7-ethyl-1,2-dihydro-3H-thieno[2,3-e][1,4]diazepine-2-thione and 9.6 g of aminoacetaldehyde diethylacetal is added to 200 ml of ethanol, and the whole mixture is refluxed for 2.5 hours. While the reaction mixture is hot, an activated carbon is added to the reaction mixture. The whole mixture is filtered and the filtrate is cooled. The crystals formed are collected by suction filtration and washed with a small amount of ethanol to give 23 g of 5-o-chloroph... Starting materials: O=C(O)c1cnccn1, NCc1cccc2ccccc12. The reagents and catalysts are CCN=C=NCCCN(C)C.Cl (EDC-HCl), CN1CCOCC1 (NMM), Oc1cc(Cl)c(Cl)cc1Cl (2,4,5-Trichlorophenol). The solvent is CN(C)C=O (DMF), CN(C)C=O (DMF), CN(C)C=O (DMF), CN(C)C=O (DMF), CN(C)C=O (DMF), CN(C)C=O (DMF). Run at temperature 25 celsius, time 2 hour. Yields the product O=C(NCc1cccc2ccccc12)c1cnccn1. The yield is 6.1%. RXN SMILES: NCc1cccc2ccccc12.O=C(O)c1cnccn1.CCN=C=NCCCN(C)C.Cl.C1=C(C(=CC(=C1Cl)Cl)Cl)[O-].[Na+].CN1CCOCC1.CN(C)C=O>>O=C(NCc1cccc2ccccc12)c1cnccn1. Reactants: BrC1=CC=C2C=C(NC2=C1)C(=O)O (6-Bromo-1H-indole-2-carboxylic acid), NC1=CC=C2C=CC=NC2=C1 (7-amino-quinoline). The product is N1=CC=CC2=CC=C(C=C12)NC(=O)C=1NC2=CC(=CC=C2C1)Br (6-Bromo-1H-indole-2-carboxylic acid quinolin-7-ylamide). As a reaction SMILES: [Br:1][C:2]1[CH:10]=[C:9]2[C:5]([CH:6]=[C:7]([C:11]([OH:13])=O)[NH:8]2)=[CH:4][CH:3]=1.[NH2:14][C:15]1[CH:24]=[C:23]2[C:18]([CH:19]=[CH:20][CH:21]=[N:22]2)=[CH:17][CH:16]=1>>[N:22]1[C:23]2[C:18](=[CH:17][CH:16]=[C:15]([NH:14][C:11]([C:7]3[NH:8][C:9]4[C:5]([CH:6]=3)=[CH:4][CH:3]=[C:2]([Br:1])[CH:10]=4)=[O:13])[CH:24]=2)[CH:19]=[CH:20][CH:21]=1. Procedure details: This material was prepared analogous to the procedure described for Example 6(b). 6-Bromo-1H-indole-2-carboxylic acid (208 mg, 0.87 mmol, Asymchem) reacted with 7-amino-quinoline (125 mg, 0.87 mmol, prepared according to the procedure described in WO03099284) to give the title compound as a light-brown amorphous solid. MS (ESI, pos. ion) m/z: 366 (M+1). Starting materials: C(C)(C)(C)C1=C(C=C(OCC(=O)O)C=C1F)F ((4-tert-Butyl-3,5-difluorophenoxy)acetic acid), [Cl-].ClC1[NH+](CCN1C)C (2-chloro-1,3-dimethylimidazolinium chloride), Cl.N[C@H](C)C1=CC=C(C=C1)NS(=O)(=O)C (N-{4-[(1R)-1-aminoethyl]phenyl}methanesulfonamide hydrochloride). The solvent is C(C)N(CC)CC (triethylamine). Product: C(C)(C)(C)C1=C(C=C(OCC(=O)N[C@H](C)C2=CC=C(C=C2)NS(=O)(=O)C)C=C1F)F (2-(4-TERT-BUTYL-3,5-DIFLUOROPHENOXY)-N-((1R)-1-{4-[(METHYLSULFONYL)AMINO]PHENYL}ETHYL)ACETAMIDE). Isolated yield 63.2%. RXN SMILES: [C:1]([C:5]1[C:15]([F:16])=[CH:14][C:8]([O:9][CH2:10][C:11]([OH:13])=O)=[CH:7][C:6]=1[F:17])([CH3:4])([CH3:3])[CH3:2].[Cl-].ClC1N(C)CC[NH+]1C.Cl.[NH2:28][C@@H:29]([C:31]1[CH:36]=[CH:35][C:34]([NH:37][S:38]([CH3:41])(=[O:40])=[O:39])=[CH:33][CH:32]=1)[CH3:30]>C(N(CC)CC)C>[C:1]([C:5]1[C:6]([F:17])=[CH:7][C:8]([O:9][CH2:10][C:11]([NH:28][C@@H:29]([C:31]2[CH:32]=[CH:33][C:34]([NH:37][S:38]([CH3:41])(=[O:40])=[O:39])=[CH:35][CH:36]=2)[CH3:30])=[O:13])=[CH:14][C:15]=1[F:16])([CH3:2])([CH3:3])[CH3:4] |f:1.2,3.4|. Procedure: ((4-tert-Butyl-3,5-difluorophenoxy)acetic acid (147 mg, 0.60 mmol), 2-chloro-1,3-dimethylimidazolinium chloride (CDI) (102 mg, 0.63 mmol), triethylamine (0.5 ml) and N-{4-[(1R)-1-aminoethyl]phenyl}methanesulfonamide hydrochloride (150 mg, 0.60 mmol) were mixed by the same procedure as described in Example 1(e) to give 167 mg (63%) of the title compound as a white solid. The reactants are Cc1nn(C(c2ccccc2)(c2ccccc2)c2ccccc2)cc1-c1ccc2nccc(N3CCN(C(N)=O)CC3)c2c1, Cl. Yields the product Cc1n[nH]cc1-c1ccc2nccc(N3CCN(C(N)=O)CC3)c2c1. As a reaction SMILES: [CH3:1][c:2]1[n:3][n:4]([C:26]([c:27]2[cH:28][cH:29][cH:30][cH:31][cH:32]2)([c:33]2[cH:34][cH:35][cH:36][cH:37][cH:38]2)[c:39]2[cH:40][cH:41][cH:42][cH:43][cH:44]2)[cH:5][c:6]1-[c:7]1[cH:8][c:9]2[c:10]([N:17]3[CH2:18][CH2:19][N:20]([C:23](=[O:24])[NH2:25])[CH2:21][CH2:22]3)[cH:11][cH:12][n:13][c:14]2[cH:15][cH:16]1.[ClH:45]>>[CH3:1][c:2]1[n:3][nH:4][cH:5][c:6]1-[c:7]1[cH:8][c:9]2[c:10]([N:17]3[CH2:18][CH2:19][N:20]([C:23](=[O:24])[NH2:25])[CH2:21][CH2:22]3)[cH:11][cH:12][n:13][c:14]2[cH:15][cH:16]1. Starting materials: Br, CCCCN1CCN(c2ccc(OC)cc2)CC1, CC(=O)O, Cl, Cl. Product: Br, CCCCN1CCN(c2ccc(O)cc2)CC1. RXN SMILES: [BrH:21].[CH2:3]([CH2:4][CH2:5][CH3:6])[N:7]1[CH2:8][CH2:9][N:10]([c:13]2[cH:14][cH:15][c:16]([O:19][CH3:20])[cH:17][cH:18]2)[CH2:11][CH2:12]1.[CH3:22][C:23](=[O:24])[OH:25].[ClH:1].[ClH:2]>>[BrH:21].[CH2:3]([CH2:4][CH2:5][CH3:6])[N:7]1[CH2:8][CH2:9][N:10]([c:13]2[cH:14][cH:15][c:16]([OH:19])[cH:17][cH:18]2)[CH2:11][CH2:12]1.